Dataset: the Open Reaction Database (ORD), a public repository of structured organic reaction records. Task: describe an organic reaction: reactants, conditions, products, and yield Starting materials: C(C)OC(NCCCl)=O (2-chloroethylcarbamic acid ethyl ester), C([O-])([O-])=O.[K+].[K+] (potassium carbonate), OC1=CC=C(C=C1)C(C1=CC=CC=C1)=O (p-hydroxybenzophenone). Solvent: CN(C=O)C (dimethylformamide). Run at temperature 100 celsius. Product: C(C)OC(NCCOC1=CC=C(C=C1)C(C1=CC=CC=C1)=O)=O (2-(p-benzoylphenoxy)ethylcarbamic acid ethyl ester). Isolated yield 79.1%. RXN SMILES: [OH:1][C:2]1[CH:7]=[CH:6][C:5]([C:8](=[O:15])[C:9]2[CH:14]=[CH:13][CH:12]=[CH:11][CH:10]=2)=[CH:4][CH:3]=1.[CH2:16]([O:18][C:19](=[O:24])[NH:20][CH2:21][CH2:22]Cl)[CH3:17].C(=O)([O-])[O-].[K+].[K+]>CN(C)C=O>[CH2:16]([O:18][C:19](=[O:24])[NH:20][CH2:21][CH2:22][O:1][C:2]1[CH:3]=[CH:4][C:5]([C:8](=[O:15])[C:9]2[CH:14]=[CH:13][CH:12]=[CH:11][CH:10]=2)=[CH:6][CH:7]=1)[CH3:17] |f:2.3.4|. Procedure details: 10 g of p-hydroxybenzophenone are dissolved in 100 ml of dimethylformamide. 8.3 g of 2-chloroethylcarbamic acid ethyl ester and 13.8 g of potassium carbonate are added to the solution and the mixture is warmed to 100° C. and maintained there for 3 hours with stirring. The mixture is poured onto an ice/water bath. The resulting crystals are filtered and washed with water. The crystalline substance is dried at 40° C. in a vacuum drying oven. Recrystallization once from ether yields 12.5 g (80%) of...